Dataset: the Open Reaction Database (ORD), a public repository of structured organic reaction records. Task: describe an organic reaction: reactants, conditions, products, and yield Starting materials: C=CCBr, COC(=O)c1ccc(Oc2cccc(O)c2)cc1. Yields the product C=CCOc1cccc(Oc2ccc(C(=O)OC)cc2)c1. Reaction SMILES: [CH2:19]([CH:20]=[CH2:21])[Br:22].[OH:1][c:2]1[cH:3][c:4]([O:5][c:6]2[cH:7][cH:8][c:9]([C:10](=[O:11])[O:12][CH3:13])[cH:14][cH:15]2)[cH:16][cH:17][cH:18]1>>[O:1]([c:2]1[cH:3][c:4]([O:5][c:6]2[cH:7][cH:8][c:9]([C:10](=[O:11])[O:12][CH3:13])[cH:14][cH:15]2)[cH:16][cH:17][cH:18]1)[CH2:21][CH:20]=[CH2:19]. Starting materials: C1CCOC1, CC(=O)O, CCC=O, O=C(Nc1cccc(OC2CCNCC2)n1)c1c(F)cc(F)cc1F. Product: CCCN1CCC(Oc2cccc(NC(=O)c3c(F)cc(F)cc3F)n2)CC1. As a reaction SMILES: [CH2:34]1[O:35][CH2:36][CH2:37][CH2:38]1.[CH3:30][C:31](=[O:32])[OH:33].[CH:26]([CH2:27][CH3:28])=[O:29].[F:1][c:2]1[c:3]([C:4](=[O:5])[NH:6][c:7]2[n:8][c:9]([O:13][CH:14]3[CH2:15][CH2:16][NH:17][CH2:18][CH2:19]3)[cH:10][cH:11][cH:12]2)[c:20]([F:25])[cH:21][c:22]([F:24])[cH:23]1>>[F:1][c:2]1[c:3]([C:4](=[O:5])[NH:6][c:7]2[n:8][c:9]([O:13][CH:14]3[CH2:15][CH2:16][N:17]([CH2:26][CH2:27][CH3:28])[CH2:18][CH2:19]3)[cH:10][cH:11][cH:12]2)[c:20]([F:25])[cH:21][c:22]([F:24])[cH:23]1. Reactants: CC1=CN(C=N1)C2=C(C=C(C=C2)N)OC, C1[C@H](OC2=NC(=NC=C2CN1CCF)Cl)C3=CC=CC=C3. Reagents/catalysts: C(=O)([O-])[O-].[Cs+].[Cs+], C1CCC(CC1)P(C2CCCCC2)C3=CC=CC=C3C4=CC=CC=C4, CC(=O)O.CC(=O)O.[Pd]. Run in COCCOC. Conditions: temperature 100 celsius. Product: CC1=CN(C=N1)C2=C(C=C(C=C2)NC3=NC=C4CN(C[C@H](OC4=N3)C5=CC=CC=C5)CCF)OC. Isolated yield 14.9%. Procedure: 3-methoxy-4-(4-methyl-1H-imidazol-1-yl)aniline (0.118 g, 0.49 mmol), Palladium(II) acetate (9.19 mg, 0.04 mmol), 2-(Dicyclohexylphosphino)biphenyl (0.014 g, 0.04 mmol) and Cesium carbonate (0.00 µmol) were put in a 5 mL microwave vial and sealed and purged with argon. (R)-2-chloro-6-(2-fluoroethyl)-8-phenyl-5,6,7,8-tetrahydropyrimido[5,4-f][1,4]oxazepine (0.126 g, 0.41 mmol) in DME (5 mL) was added. The reaction mixture was run in the microwave at 100°C for 60 minutes. Reaction still not complet...